This data is from the Open Reaction Database (ORD), a public repository of structured organic reaction records. The task is: describe an organic reaction: reactants, conditions, products, and yield Reactants: SC=1N(C(C2=C(N1)C=CS2)=O)C (2-mercapto-3-methylthieno[3,2-d]-pyrimidin-4(3H)-one), BrCC1=CC=C(C(=O)C2=CC=C(C=C2)CBr)C=C1 (4,4'-bis (bromomethyl)benzophenone), C=1C=CC(=CC1)N2CCNCC2 (phenylpiperazine), C([O-])([O-])=O.[K+].[K+] (potassium carbonate). The solvent is CN(C)C=O (DMF). Yields the product CN1C(=NC2=C(C1=O)SC=C2)SCC2=CC=C(C=C2)C(C2=CC=C(C=C2)CN2CCN(CC2)C2=CC=CC=C2)=O (3-Methyl-2-[4-[4-(4-phenylpiperazinylmethyl)benzoyl]benzylthio]thieno[3,2-d]pyrimidin-4(3H)-one). Isolated yield 15.9%. As a reaction SMILES: [SH:1][C:2]1[N:3]([CH3:12])[C:4](=[O:11])[C:5]2[S:10][CH:9]=[CH:8][C:6]=2[N:7]=1.Br[CH2:14][C:15]1[CH:30]=[CH:29][C:18]([C:19]([C:21]2[CH:26]=[CH:25][C:24]([CH2:27]Br)=[CH:23][CH:22]=2)=[O:20])=[CH:17][CH:16]=1.[CH:31]1[CH:32]=[CH:33][C:34]([N:37]2[CH2:42][CH2:41][NH:40][CH2:39][CH2:38]2)=[CH:35][CH:36]=1.C(=O)([O-])[O-].[K+].[K+]>CN(C=O)C>[CH3:12][N:3]1[C:4](=[O:11])[C:5]2[S:10][CH:9]=[CH:8][C:6]=2[N:7]=[C:2]1[S:1][CH2:14][C:15]1[CH:30]=[CH:29][C:18]([C:19](=[O:20])[C:21]2[CH:26]=[CH:25][C:24]([CH2:27][N:40]3[CH2:41][CH2:42][N:37]([C:34]4[CH:35]=[CH:36][CH:31]=[CH:32][CH:33]=4)[CH2:38][CH2:39]3)=[CH:23][CH:22]=2)=[CH:17][CH:16]=1 |f:3.4.5|. Reported procedure: A solution of 2-mercapto-3-methylthieno[3,2-d]-pyrimidin-4(3H)-one (990 mg), 4,4'-bis (bromomethyl)benzophenone (1.75 g), phenylpiperazine (810 mg) and potassium carbonate (828 mg) in DMF (30 ml) was stirred at 60° C. for 2 hours. This reaction mixture was concentrated and the residue was dissolved in ethyl acetate. The solution was washed with water, dried, and concentrated, and the residue was purified by silica gel column chromatography (chloroform: methanol: aqueous ammonia=250:1:0.1) to pro...